This data is from the Open Reaction Database (ORD), a public repository of structured organic reaction records. The task is: describe an organic reaction: reactants, conditions, products, and yield Reactants: ClC1=C(C(=CC(=C1)C(F)(F)F)Cl)N1N=C(C(=C1)I)C(F)(F)F (1-(2,6-dichloro-4-trifluoromethylphenyl)-4-iodo-3-trifluoromethylpyrazole), C(=C)[Sn](CCCC)(CCCC)CCCC (vinyltri-n-butyltin). The reagents and catalysts are C=1C=CC(=CC1)[P](C=2C=CC=CC2)(C=3C=CC=CC3)[Pd]([P](C=4C=CC=CC4)(C=5C=CC=CC5)C=6C=CC=CC6)([P](C=7C=CC=CC7)(C=8C=CC=CC8)C=9C=CC=CC9)[P](C=1C=CC=CC1)(C=1C=CC=CC1)C=1C=CC=CC1 (tetrakis(triphenylphosphine)palladium(0)). Run in CN(C=O)C (dimethylformamide). Reaction conditions: temperature 75 celsius, time 3 hour. Product: ClC1=C(C(=CC(=C1)C(F)(F)F)Cl)N1N=C(C(=C1)C=C)C(F)(F)F (1-(2,6-Dichloro-4-trifluoromethylphenyl)-4-ethenyl-3-trifluoromethylpyrazole). As a reaction SMILES: [Cl:1][C:2]1[CH:7]=[C:6]([C:8]([F:11])([F:10])[F:9])[CH:5]=[C:4]([Cl:12])[C:3]=1[N:13]1[CH:17]=[C:16](I)[C:15]([C:19]([F:22])([F:21])[F:20])=[N:14]1.[CH:23]([Sn](CCCC)(CCCC)CCCC)=[CH2:24]>CN(C)C=O.C1C=CC([P]([Pd]([P](C2C=CC=CC=2)(C2C=CC=CC=2)C2C=CC=CC=2)([P](C2C=CC=CC=2)(C2C=CC=CC=2)C2C=CC=CC=2)[P](C2C=CC=CC=2)(C2C=CC=CC=2)C2C=CC=CC=2)(C2C=CC=CC=2)C2C=CC=CC=2)=CC=1>[Cl:1][C:2]1[CH:7]=[C:6]([C:8]([F:11])([F:10])[F:9])[CH:5]=[C:4]([Cl:12])[C:3]=1[N:13]1[CH:17]=[C:16]([CH:23]=[CH2:24])[C:15]([C:19]([F:22])([F:21])[F:20])=[N:14]1 |^1:46,48,67,86|. Procedure details: A solution of 1-(2,6-dichloro-4-trifluoromethylphenyl)-4-iodo-3-trifluoromethylpyrazole (1 g) in dimethylformamide (5 ml) containing vinyltri-n-butyltin (2 ml) and tetrakis(triphenylphosphine)palladium(0) (0.1 g) was stirred at 75° C. for 3 hours. The reaction mixture was evaporated and then partitioned between water and ether. The organic layer was separated, washed with water (×5), dried (Na2SO4) and evaporated. The residue was crystailised from hexane and further purified by column chromatogr... Reactants: C(C)(C)(C)S (tert-butylmercaptan), C[Si](C)(C)[N-][Si](C)(C)C.[K+] (potassium bis(trimethylsilyl)amide), C1(=CC=CC=C1)C (toluene), C(C1=CC=CC=C1)[C@@H](C(=O)OCC1=CC=CC=C1)CC(=O)CCl (Benzyl (2R)-2-Benzyl-3-chloromethylcarbonylpropionate). Solvent: CN(C=O)C (dimethylformamide), C(C)(=O)OCC (ethyl acetate), CN(C=O)C (dimethylformamide). The product is C(C1=CC=CC=C1)[C@@H](C(=O)OCC1=CC=CC=C1)CC(CSC(C)(C)C)=O (Benzyl (2R)-2-Benzyl-5-tert-butylmercapto-4-oxopentanoate). Isolated yield 73.0%. As a reaction SMILES: [C:1]([SH:5])([CH3:4])([CH3:3])[CH3:2].C[Si]([N-][Si](C)(C)C)(C)C.[K+].C1(C)C=CC=CC=1.[CH2:23]([C@H:30]([CH2:41][C:42]([CH2:44]Cl)=[O:43])[C:31]([O:33][CH2:34][C:35]1[CH:40]=[CH:39][CH:38]=[CH:37][CH:36]=1)=[O:32])[C:24]1[CH:29]=[CH:28][CH:27]=[CH:26][CH:25]=1>CN(C)C=O.C(OCC)(=O)C>[CH2:23]([C@H:30]([CH2:41][C:42](=[O:43])[CH2:44][S:5][C:1]([CH3:4])([CH3:3])[CH3:2])[C:31]([O:33][CH2:34][C:35]1[CH:40]=[CH:39][CH:38]=[CH:37][CH:36]=1)=[O:32])[C:24]1[CH:25]=[CH:26][CH:27]=[CH:28][CH:29]=1 |f:1.2|. Reported procedure: To tert-butylmercaptan (0.11 ml) in dimethylformamide (5 ml) at 0° C. was added potassium bis(trimethylsilyl)amide in toluene (1.80 ml, 0.90 mmol, 0.5M) followed by the resultant compound from Example 34 (259.6 mg, 0.785 mmol) in dimethylformamide (3 ml). After 16 h at room temperature the mixture was diluted with ethyl acetate, washed with water and brine, then dried over Na2SO4 and evaporated. Chromatography of the residue on silica gel with 10% ethyl acetate in hexane afforded 219.6 mg (73%) ... Starting materials: O (water), [N-]=[N+]=[N-].[Na+] (sodium azide), C(CCCCCCCCC=C)(=O)Cl (10-undecenoyl chloride), CC(=O)C (acetone), ice water. Run at time 1 hour. Yields the product C(CCCCCCCCC=C)(=O)N=C=O (10-undecenoyl isocyanate). RXN SMILES: O.[N-:2]=[N+]=[N-].[Na+].[C:6](Cl)(=[O:17])[CH2:7][CH2:8][CH2:9][CH2:10][CH2:11][CH2:12][CH2:13][CH2:14][CH:15]=[CH2:16].C[C:20](C)=[O:21]>>[C:6]([N:2]=[C:20]=[O:21])(=[O:17])[CH2:7][CH2:8][CH2:9][CH2:10][CH2:11][CH2:12][CH2:13][CH2:14][CH:15]=[CH2:16] |f:1.2|. Reported procedure: 150 g of purified water was added to 45.5 g of sodium azide and a completely homogeneous solution was prepared by stirring while cooling with ice water. To this was added dropwise in small portions a solution prepared by mixing 101.4 g of 10-undecenoyl chloride with 150 mL of acetone; this addition was carried out so as to keep the solution temperature in the range from 10 to 15° C. Stirring at around 12° C. was continued for 1 hour after the completion of addition. The solution was then transfe... Starting materials: ClC=1C=NC=C(C1)Cl (3,5-dichloropyridine), [Li+].CC(C)[N-]C(C)C (LDA), II (iodine). Solvent: C1CCOC1 (THF), C1CCOC1 (THF). Conditions: time 1 hour. Product: ClC=1C=NC=C(C1I)Cl (3,5-dichloro-4-iodopyridine). Reaction SMILES: [Cl:1][C:2]1[CH:3]=[N:4][CH:5]=[C:6]([Cl:8])[CH:7]=1.[Li+].CC([N-]C(C)C)C.[I:17]I>C1COCC1>[Cl:1][C:2]1[CH:3]=[N:4][CH:5]=[C:6]([Cl:8])[C:7]=1[I:17] |f:1.2|. Procedure details: To a stirred solution of 3,5-dichloropyridine (3.0 g, 20.4 mmol) in THF (15 mL) was added LDA (2.0 M solution in THF/heptane/ethylbenzene, 12.14 mL, 24.4 mmol) dropwise at 0° C. and the mixture was stirred at the same temperature for 1 h. A solution of iodine (2.7 g, 21.4 mmol) in THF (10 mL) added dropwise to above mixture. Upon completion of addition, the mixture was stirred at the same temperature for 1 h. The reaction mixture was quenched with water (40 mL) and extracted with EtOAc (4×50 mL)... Reactants: O=C(O)C1CCC1, CCN(C(C)C)C(C)C, ClCCl, COC(=O)c1ccc2c(c1)CC(C)(C)C(c1ccc(F)c([N+](=O)[O-])c1)N2, O=P(Cl)(Cl)Cl. The product is COC(=O)c1ccc2c(c1)CC(C)(C)C(c1ccc(F)c(NC(=O)C3CCC3)c1)N2. RXN SMILES: [CH:27]1([C:31](=[O:32])[OH:33])[CH2:28][CH2:29][CH2:30]1.[CH:34]([N:35]([CH2:36][CH3:37])[CH:38]([CH3:39])[CH3:40])([CH3:41])[CH3:42].[Cl:48][CH2:49][Cl:50].[F:1][c:2]1[c:3]([N+:24]([O-:25])=[O:26])[cH:4][c:5]([CH:8]2[NH:9][c:10]3[cH:11][cH:12][c:13]([C:20](=[O:21])[O:22][CH3:23])[cH:14][c:15]3[CH2:16][C:17]2([CH3:18])[CH3:19])[cH:6][cH:7]1.[P:43]([Cl:44])([Cl:45])([Cl:46])=[O:47]>>[F:1][c:2]1[c:3]([NH:24][C:31]([CH:27]2[CH2:28][CH2:29][CH2:30]2)=[O:32])[cH:4][c:5]([CH:8]2[NH:9][c:10]3[cH:11][cH:12][c:13]([C:20](=[O:21])[O:22][CH3:23])[cH:14][c:15]3[CH2:16][C:17]2([CH3:18])[CH3:19])[cH:6][cH:7]1. Starting materials: O=C([O-])O, CCOC(C)=O, CC(C)(C)OC(=O)NC1N=C(c2ccccc2F)c2cccc(Cl)c2N(CC(=O)N2CC3CCC(CC3)C2)C1=O, Cl, [Na+]. The product is NC1N=C(c2ccccc2F)c2cccc(Cl)c2N(CC(=O)N2CC3CCC(CC3)C2)C1=O. RXN SMILES: [C:42](=[O:43])([OH:44])[O-:45].[CH3:47][CH2:48][O:49][C:50](=[O:51])[CH3:52].[CH:1]12[CH2:2][N:3]([C:10](=[O:11])[CH2:12][N:13]3[C:14](=[O:40])[CH:15]([NH:32][C:33]([O:34][C:35]([CH3:36])([CH3:37])[CH3:38])=[O:39])[N:16]=[C:17]([c:25]4[c:26]([F:31])[cH:27][cH:28][cH:29][cH:30]4)[c:18]4[c:19]3[c:20]([Cl:24])[cH:21][cH:22][cH:23]4)[CH2:4][CH:5]([CH2:6][CH2:7]1)[CH2:8][CH2:9]2.[ClH:41].[Na+:46]>>[CH:1]12[CH2:2][N:3]([C:10](=[O:11])[CH2:12][N:13]3[C:14](=[O:40])[CH:15]([NH2:32])[N:16]=[C:17]([c:25]4[c:26]([F:31])[cH:27][cH:28][cH:29][cH:30]4)[c:18]4[c:19]3[c:20]([Cl:24])[cH:21][cH:22][cH:23]4)[CH2:4][CH:5]([CH2:6][CH2:7]1)[CH2:8][CH2:9]2. Reaction SMILES: [CH3:13][c:14]1[cH:15][cH:16][cH:17][cH:18][cH:19]1.[Cl:1][C:2]([Cl:3])=[O:4].[Cl:5][c:6]1[cH:7][c:8]([NH2:9])[cH:10][cH:11][cH:12]1>>[Cl:1][C:2](=[O:4])[NH:9][c:8]1[cH:7][c:6]([Cl:5])[cH:12][cH:11][cH:10]1. Product: O=C(Cl)Nc1cccc(Cl)c1. Reactants: Cc1ccccc1, O=C(Cl)Cl, Nc1cccc(Cl)c1.